From a dataset of the Open Reaction Database (ORD), a public repository of structured organic reaction records. describe an organic reaction: reactants, conditions, products, and yield The reactants are N1=CC=CC=C1 (pyridine), Cl.CN(CCCN=C=NCC)C (1-(3-dimethylaminopropyl)-3-ethylcarbodiimide hydrochloride), C(C=C)(=O)O (acrylic acid), NCCC(=O)NC=1C=C2C(=NC=NC2=CC1)NC1=CC(=C(C=C1)OCC=1C=NC=CC1)Cl (3-amino-N-{4-[3-chloro-4-(pyridin-3-ylmethoxy)-phenylamino]-quinazolin-6-yl}-propionamide). Solvent: C1CCOC1 (THF). Reaction conditions: time 2 hour. The product is ClC=1C=C(C=CC1OCC=1C=NC=CC1)NC1=NC=NC2=CC=C(C=C12)NC(=O)CCNC(C=C)=O (N-(2-{4-[3-chloro-4-(pyridin-3-ylmethoxy)-phenylamino]-quinazolin-6-ylcarbamoyl}-ethyl)-acrylamide). Isolated yield 18.0%. Reaction SMILES: N1C=CC=CC=1.Cl.CN(C)CCCN=C=NCC.[C:19]([OH:23])(=O)[CH:20]=[CH2:21].[NH2:24][CH2:25][CH2:26][C:27]([NH:29][C:30]1[CH:31]=[C:32]2[C:37](=[CH:38][CH:39]=1)[N:36]=[CH:35][N:34]=[C:33]2[NH:40][C:41]1[CH:46]=[CH:45][C:44]([O:47][CH2:48][C:49]2[CH:50]=[N:51][CH:52]=[CH:53][CH:54]=2)=[C:43]([Cl:55])[CH:42]=1)=[O:28]>C1COCC1>[Cl:55][C:43]1[CH:42]=[C:41]([NH:40][C:33]2[C:32]3[C:37](=[CH:38][CH:39]=[C:30]([NH:29][C:27]([CH2:26][CH2:25][NH:24][C:19](=[O:23])[CH:20]=[CH2:21])=[O:28])[CH:31]=3)[N:36]=[CH:35][N:34]=2)[CH:46]=[CH:45][C:44]=1[O:47][CH2:48][C:49]1[CH:50]=[N:51][CH:52]=[CH:53][CH:54]=1 |f:1.2|. Reported procedure: 46 μl of pyridine and 85 mg of 1-(3-dimethylaminopropyl)-3-ethylcarbodiimide hydrochloride were added to 31 μl of acrylic acid dissolved in 3 ml of THF at 0° C., reacted with 100 mg of the compound (132-1) of Example 132 for 30 mins, and stirred for 2 hours while heating to room temperature. The reacted solution was extracted with 6 ml of ethylacetate 3 times after adding 4 ml of water, dried over anhydrous magnesium sulfate, filtered and distilled under a reduced pressure, and the resulting res... Reactants: Cc1ccc(S(=O)(=O)N2CCC(F)(F)C(=CC(=O)N3CCN(C)CC3)c3ccccc32)cc1, [Na+], [OH-], O=S(=O)(O)O. Product: CN1CCN(C(=O)C=C2c3ccccc3NCCC2(F)F)CC1. As a reaction SMILES: [F:1][C:2]1([F:33])[CH2:3][CH2:4][N:5]([S:23]([c:24]2[cH:25][cH:26][c:27]([CH3:28])[cH:29][cH:30]2)(=[O:31])=[O:32])[c:6]2[c:7]([cH:19][cH:20][cH:21][cH:22]2)[C:8]1=[CH:9][C:10](=[O:11])[N:12]1[CH2:13][CH2:14][N:15]([CH3:18])[CH2:16][CH2:17]1.[Na+:35].[OH-:34].[S:36](=[O:37])(=[O:38])([OH:39])[OH:40]>>[F:1][C:2]1([F:33])[CH2:3][CH2:4][NH:5][c:6]2[c:7]([cH:19][cH:20][cH:21][cH:22]2)[C:8]1=[CH:9][C:10](=[O:11])[N:12]1[CH2:13][CH2:14][N:15]([CH3:18])[CH2:16][CH2:17]1. Reaction SMILES: O1CCOC1.C(OP([CH2:14][CH:15]=[CH:16][C:17]([CH3:21])=[CH:18][CH:19]=[O:20])(OCC)=O)C.CC([O-])(C)C.[K+].[CH3:28][C:29]1[CH2:34][CH2:33][CH2:32][C:31]([CH3:36])([CH3:35])[C:30]=1/[CH:37]=[CH:38]/[C:39]([CH3:41])=O>C1COCC1>[CH3:28][C:29]1[CH2:34][CH2:33][CH2:32][C:31]([CH3:35])([CH3:36])[C:30]=1/[CH:37]=[CH:38]/[C:39](/[CH3:41])=[CH:14]/[CH:15]=[CH:16]/[C:17](/[CH3:21])=[CH:18]/[CH:19]=[O:20] |f:0.1,2.3|. Procedure: Phosphonate (I) (0.5 g, 1.72 mmol) in solution in THF (10 ml) was introduced under argon into a 25-ml two-necked flask. Potassium tert-butylate (0.275 g, 2.22 mmol) was added in small portions at -70° C. Stirring was continued at -70° C. for 90 minutes. β-ionone (0.34 g, 1.8 mmol) in solution in THF (1 ml) was then added. The solution was kept at -70° C. for 15 minutes and then at -20° C. for 1 hour. The solvent is C1CCOC1 (THF), C1CCOC1 (THF). Product: CC1=C(C(CCC1)(C)C)/C=C/C(=C/C=C/C(=C/C=O)/C)/C (Retinal). Run at time 90 minute. Starting materials: CC(C)(C)[O-].[K+] (Potassium tert-butylate), O1COCC1.C(C)OP(=O)(OCC)CC=CC(=CC=O)C (6-diethylphosphono-3-methyl-2,4-hexadienal dioxolane), CC1=C(C(CCC1)(C)C)/C=C/C(=O)C (β-ionone). Starting materials: C(C)(=O)OCCC1CC(N(CC1)C(=O)OC(C)(C)C)=O (4-(2-Acetoxyethyl)-1-tert-butoxycarbonylpiperidin-2-one). Solvent: C(Cl)Cl (methylene chloride), FC(C(=O)O)(F)F (trifluoroacetic acid). Conditions: time 1 hour. Product: C(C)(=O)OCCC1CC(NCC1)=O (4-(2-Acetoxyethyl)piperidin-2-one). As a reaction SMILES: [C:1]([O:4][CH2:5][CH2:6][CH:7]1[CH2:12][CH2:11][N:10](C(OC(C)(C)C)=O)[C:9](=[O:20])[CH2:8]1)(=[O:3])[CH3:2]>C(Cl)Cl.FC(F)(F)C(O)=O>[C:1]([O:4][CH2:5][CH2:6][CH:7]1[CH2:12][CH2:11][NH:10][C:9](=[O:20])[CH2:8]1)(=[O:3])[CH3:2]. Procedure details: The product from Step C is dissolved in 2:1 methylene chloride and trifluoroacetic acid. The reaction is stirred for 1 h, and evaporated, giving the title compound. Starting materials: COc1ccc(C(C)C)cc1-c1ccc(C(F)(F)F)cc1C#N, [K+], [OH-], O. Product: COc1ccc(C(C)C)cc1-c1ccc(C(F)(F)F)cc1C(N)=O. Reaction SMILES: [CH:1]([CH3:2])([CH3:3])[c:4]1[cH:5][cH:6][c:7]([O:22][CH3:23])[c:8](-[c:10]2[c:11]([C:20]#[N:21])[cH:12][c:13]([C:16]([F:17])([F:18])[F:19])[cH:14][cH:15]2)[cH:9]1.[K+:25].[OH-:24].[OH2:26]>>[CH:1]([CH3:2])([CH3:3])[c:4]1[cH:5][cH:6][c:7]([O:22][CH3:23])[c:8](-[c:10]2[c:11]([C:20]([NH2:21])=[O:24])[cH:12][c:13]([C:16]([F:17])([F:18])[F:19])[cH:14][cH:15]2)[cH:9]1. The reactants are CC#CCn1c(N2CCN(C(=O)OC(C)(C)C)CC2)nc(C(O)C#N)c1C(=O)OC, CO, N, [Na+], OO, O=S([O-])O. The product is CC#CCn1c(N2CCN(C(=O)OC(C)(C)C)CC2)nc(C(O)C(N)=O)c1C(=O)OC. Reaction SMILES: [CH2:4]([C:5]#[C:6][CH3:7])[n:8]1[c:9]([N:21]2[CH2:22][CH2:23][N:24]([C:27](=[O:28])[O:29][C:30]([CH3:31])([CH3:32])[CH3:33])[CH2:25][CH2:26]2)[n:10][c:11]([CH:17]([OH:18])[C:19]#[N:20])[c:12]1[C:13](=[O:14])[O:15][CH3:16].[CH3:39][OH:40].[NH3:3].[Na+:38].[OH:1][OH:2].[S:34](=[O:35])([O-:36])[OH:37]>>[CH2:4]([C:5]#[C:6][CH3:7])[n:8]1[c:9]([N:21]2[CH2:22][CH2:23][N:24]([C:27](=[O:28])[O:29][C:30]([CH3:31])([CH3:32])[CH3:33])[CH2:25][CH2:26]2)[n:10][c:11]([CH:17]([OH:18])[C:19]([NH2:20])=[O:35])[c:12]1[C:13](=[O:14])[O:15][CH3:16]. Reactants: O=C(O)c1cnn2c(C(F)F)cc(-c3ccc(C(F)(F)F)cc3)nc12, Nc1cc(S(=O)(=O)NC(CO)CO)sc1Cl. Yields the product O=C(Nc1cc(S(=O)(=O)NC(CO)CO)sc1Cl)c1cnn2c(C(F)F)cc(-c3ccc(C(F)(F)F)cc3)nc12. RXN SMILES: [F:1][CH:2]([c:3]1[cH:4][c:5](-[c:15]2[cH:16][cH:17][c:18]([C:21]([F:22])([F:23])[F:24])[cH:19][cH:20]2)[n:6][c:7]2[n:8]1[n:9][cH:10][c:11]2[C:12](=[O:13])[OH:14])[F:25].[OH:26][CH2:27][CH:28]([CH2:29][OH:30])[NH:31][S:32](=[O:33])(=[O:34])[c:35]1[s:36][c:37]([Cl:41])[c:38]([NH2:40])[cH:39]1>>[F:1][CH:2]([c:3]1[cH:4][c:5](-[c:15]2[cH:16][cH:17][c:18]([C:21]([F:22])([F:23])[F:24])[cH:19][cH:20]2)[n:6][c:7]2[n:8]1[n:9][cH:10][c:11]2[C:12](=[O:14])[NH:40][c:38]1[c:37]([Cl:41])[s:36][c:35]([S:32]([NH:31][CH:28]([CH2:27][OH:26])[CH2:29][OH:30])(=[O:33])=[O:34])[cH:39]1)[F:25].